This data is from the Open Reaction Database (ORD), a public repository of structured organic reaction records. The task is: describe an organic reaction: reactants, conditions, products, and yield Starting materials: NC1=C2NC(N(C2=NC(=N1)OCCCC)CCCCl)=O (6-Amino-9-(3-chloropropyl)-2-butoxy-7,9-dihydro-8H-purin-8-one), N1CCCC1 (pyrrolidine). Solvent: CS(=O)C (DMSO). Run at time 16 hour. Yields the product NC1=C2NC(N(C2=NC(=N1)OCCCC)CCCN1CCCC1)=O (6-Amino-2-butoxy-9-(3-pyrrolidin-1-ylpropyl)-7,9-dihydro-8H-purin-8-one). Isolated yield 26.3%. RXN SMILES: [NH2:1][C:2]1[N:10]=[C:9]([O:11][CH2:12][CH2:13][CH2:14][CH3:15])[N:8]=[C:7]2[C:3]=1[NH:4][C:5](=[O:20])[N:6]2[CH2:16][CH2:17][CH2:18]Cl.[NH:21]1[CH2:25][CH2:24][CH2:23][CH2:22]1>CS(C)=O>[NH2:1][C:2]1[N:10]=[C:9]([O:11][CH2:12][CH2:13][CH2:14][CH3:15])[N:8]=[C:7]2[C:3]=1[NH:4][C:5](=[O:20])[N:6]2[CH2:16][CH2:17][CH2:18][N:21]1[CH2:25][CH2:24][CH2:23][CH2:22]1. Procedure: The product from step (vii) (0.15 g) was dissolved in DMSO (2 mL) and pyrrolidine (0.18 g) was added. The reaction mixture was stirred at rt for 16 h. The reaction mixture was filtered through a filter disc and purified via RP-prep-HPLC to give title compound (0.044 g). Reactants: ClC=1C=CC(=C(C1)C1=CC(N(C=C1OC)C(C(=O)O)CC1(COC1)CC)=O)C#N (2-[4-(5-chloro-2-cyanophenyl)-5-methoxy-2-oxopyridin-1(2H)-yl]-3-(3-ethyloxetan-3-yl)propanoic acid), NC1=CC=C(C=C1)C1=NOC(N1)=O (3-(4-aminophenyl)-1,2,4-oxadiazol-5(4H)-one), CC(N=C=NC(C)C)C (DIC). Run in CN(C=O)C (dimethylformamide). Conditions: time 35 minute. Yields the product ClC=1C=CC(=C(C1)C1=CC(N(C=C1OC)C(C(=O)NC1=CC=C(C=C1)C1=NOC(N1)=O)CC1(COC1)CC)=O)C#N (2-[4-(5-Chloro-2-cyanophenyl)-5-methoxy-2-oxopyridin-1(2H)-yl]-3-(3-ethyloxetan-3-yl)-N-[4-(5-oxo-4,5-dihydro-1,2,4-oxadiazol-3-yl)phenyl]propanamide). RXN SMILES: [Cl:1][C:2]1[CH:3]=[CH:4][C:5]([C:28]#[N:29])=[C:6]([C:8]2[C:13]([O:14][CH3:15])=[CH:12][N:11]([CH:16]([CH2:20][C:21]3([CH2:25][CH3:26])[CH2:24][O:23][CH2:22]3)[C:17]([OH:19])=O)[C:10](=[O:27])[CH:9]=2)[CH:7]=1.[NH2:30][C:31]1[CH:36]=[CH:35][C:34]([C:37]2[NH:41][C:40](=[O:42])[O:39][N:38]=2)=[CH:33][CH:32]=1.CC(C)N=C=NC(C)C>CN(C)C=O>[Cl:1][C:2]1[CH:3]=[CH:4][C:5]([C:28]#[N:29])=[C:6]([C:8]2[C:13]([O:14][CH3:15])=[CH:12][N:11]([CH:16]([CH2:20][C:21]3([CH2:25][CH3:26])[CH2:22][O:23][CH2:24]3)[C:17]([NH:30][C:31]3[CH:32]=[CH:33][C:34]([C:37]4[NH:41][C:40](=[O:42])[O:39][N:38]=4)=[CH:35][CH:36]=3)=[O:19])[C:10](=[O:27])[CH:9]=2)[CH:7]=1. Procedure: 37.4 mg (89.6 μmol) of 2-[4-(5-chloro-2-cyanophenyl)-5-methoxy-2-oxopyridin-1(2H)-yl]-3-(3-ethyloxetan-3-yl)propanoic acid (racemate), 15.9 mg (89.6 μmol) of 3-(4-aminophenyl)-1,2,4-oxadiazol-5(4H)-one, 12.7 mg (89.6 μmol) of Oxima and 14.0 μl (89.6 μmol) of DIC in 950 μl of dimethylformamide were reacted according to General Method 5. The crude product was purified by preparative HPLC [column: Chromatorex C18, 10 nm, 125 mm×30 mm, mobile phase: acetonitrile/0.05% formic acid gradient (0 to 3 mi...